Task: describe an organic reaction: reactants, conditions, products, and yield. Dataset: the Open Reaction Database (ORD), a public repository of structured organic reaction records The reactants are CC(Nc1nc(Cl)cc(Cl)n1)c1cccc([N+](=O)[O-])c1, c1ccc2[nH]cnc2c1. Product: CC(Nc1nc(Cl)cc(-n2cnc3ccccc32)n1)c1cccc([N+](=O)[O-])c1. RXN SMILES: [N+:1](=[O:2])([O-:3])[c:4]1[cH:5][c:6]([CH:10]([CH3:11])[NH:12][c:13]2[n:14][c:15]([Cl:20])[cH:16][c:17]([Cl:19])[n:18]2)[cH:7][cH:8][cH:9]1.[n:21]1[cH:22][nH:23][c:24]2[c:25]1[cH:26][cH:27][cH:28][cH:29]2>>[N+:1](=[O:2])([O-:3])[c:4]1[cH:5][c:6]([CH:10]([CH3:11])[NH:12][c:13]2[n:14][c:15](-[n:21]3[cH:22][n:23][c:24]4[c:25]3[cH:26][cH:27][cH:28][cH:29]4)[cH:16][c:17]([Cl:19])[n:18]2)[cH:7][cH:8][cH:9]1.